From a dataset of the Open Reaction Database (ORD), a public repository of structured organic reaction records. describe an organic reaction: reactants, conditions, products, and yield The reactants are FC1=CC=C(C=C1)N1CCNCC1 (1-(4-fluorophenyl)piperazine), C(=O)(N1C=NC=C1)N1C=NC=C1 (1,1'-carbonyldiimidazole), CN(C)CCN (unsym-dimethylethylenediamine). Solvent: O1CCCC1 (THF), O1CCCC1 (tetrahydrofuran), O1CCCC1 (THF). Run at time 1.5 hour. The product is CN(CCNC(=O)N1CCN(CC1)C1=CC=C(C=C1)F)C (N-[2-(Dimethylamino)ethyl]-4-(4-fluorophenyl)-1-piperazinecarboxamide). The yield is 66.2%. RXN SMILES: [C:1](N1C=CN=C1)(N1C=CN=C1)=[O:2].[CH3:13][N:14]([CH2:16][CH2:17][NH2:18])[CH3:15].[F:19][C:20]1[CH:25]=[CH:24][C:23]([N:26]2[CH2:31][CH2:30][NH:29][CH2:28][CH2:27]2)=[CH:22][CH:21]=1>O1CCCC1>[CH3:13][N:14]([CH3:15])[CH2:16][CH2:17][NH:18][C:1]([N:29]1[CH2:30][CH2:31][N:26]([C:23]2[CH:22]=[CH:21][C:20]([F:19])=[CH:25][CH:24]=2)[CH2:27][CH2:28]1)=[O:2]. Procedure: To a solution of 6.3 g (0.04 mole) of 1,1'-carbonyldiimidazole in 50 ml of tetrahydrofuran (THF) was added a solution of 3.4 g (0.04 mole) of unsym-dimethylethylenediamine in 75 ml of THF and the reaction mixture was stirred at ambient temperature for 1.5 hr. A solution of 7.0 g (0.04 mole) of 1-(4-fluorophenyl)piperazine in 50 ml of THF was added and the reaction mixture was heated at reflux for 20 hr. The solution was concentrated under reduced pressure and the residue was dissolved in 150 ml ... Reactants: CO, COC(=O)C(Oc1ccc(C)cc1)c1ccccc1Cl, N. The product is Cc1ccc(OC(C(N)=O)c2ccccc2Cl)cc1. As a reaction SMILES: [CH3:22][OH:23].[Cl:1][c:2]1[c:3]([CH:8]([C:9](=[O:10])[O:11][CH3:12])[O:13][c:14]2[cH:15][cH:16][c:17]([CH3:20])[cH:18][cH:19]2)[cH:4][cH:5][cH:6][cH:7]1.[NH3:21]>>[Cl:1][c:2]1[c:3]([CH:8]([C:9](=[O:10])[NH2:21])[O:13][c:14]2[cH:15][cH:16][c:17]([CH3:20])[cH:18][cH:19]2)[cH:4][cH:5][cH:6][cH:7]1. The reactants are [C-]#N, Cc1cc(-c2ccccc2Cl)ccc1COS(C)(=O)=O, [K+], CN(C)C=O, O. The product is Cc1cc(-c2ccccc2Cl)ccc1CC#N. Reaction SMILES: [C-:1]#[N:2].[CH3:4][S:5]([O:6][CH2:9][c:10]1[c:11]([CH3:23])[cH:12][c:13](-[c:16]2[c:17]([Cl:22])[cH:18][cH:19][cH:20][cH:21]2)[cH:14][cH:15]1)(=[O:7])=[O:8].[K+:3].[O:24]=[CH:25][N:26]([CH3:27])[CH3:28].[OH2:29]>>[C:1](#[N:2])[CH2:9][c:10]1[c:11]([CH3:23])[cH:12][c:13](-[c:16]2[c:17]([Cl:22])[cH:18][cH:19][cH:20][cH:21]2)[cH:14][cH:15]1. Starting materials: C(C1=CC=CC=C1)(C1=CC=CC=C1)OC(=O)C=1N2C([C@H]([C@H]2SCC1C[N+]1(CCCC1)CC1=CN(C2=CC(=C(C(=C2C1=O)Cl)OCC1=CC=C(C=C1)OC)OCC1=CC=C(C=C1)OC)CC)NC(\C(\C=1N=C(SC1Cl)NC(=O)OC(C)(C)C)=N/O[C@H](C(=O)OCC1=CC=C(C=C1)OC)CC(=O)OC(C)(C)C)=O)=O (1-(((6R,7R)-2-((benzhydryloxy)carbonyl)-7-((Z)-2-((((S)-4-(tert-butoxy)-1-((4-methoxybenzyl)oxy)-1,4-dioxobutan-2-yl)oxy)imino)-2-(2-((tert-butoxycarbonyl)amino)-5-chlorothiazol-4-yl)acetamido)-8-oxo-5-thia-1-azabicyclo[4.2.0]oct-2-en-3-yl)methyl)-1-((5-chloro-1-ethyl-6,7-bis((4-methoxybenzyl)oxy)-4-oxo-1,4-dihydroquinolin-3-yl)methyl)pyrrolidin-1-ium), C1(=CC=CC=C1)OC (anisole), C(C)(C)OC(C)C (Diisopropyl ether), C(=O)(C(F)(F)F)O (TFA). Run in ClCCl (Dichloromethane). Product: NC=1SC(=C(N1)/C(/C(=O)N[C@H]1[C@H]2SCC(=C(N2C1=O)C(=O)[O-])C[N+]1(CCCC1)CC1=CN(C2=CC(=C(C(=C2C1=O)Cl)O)O)CC)=N/O[C@@H](CC(=O)O)C(=O)O)Cl ((6R,7R)-7-((Z)-2-(2-amino-5-chlorothiazol-4-yl)-2-(((S)-1,2-dicarboxyethoxy)imino)acetamido)-3-((1-((5-chloro-1-ethyl-6,7-dihydroxy-4-oxo-1,4-dihydroquinolin-3-yl)methyl)pyrrolidin-1-ium-1-yl)methyl)-8-oxo-5-thia-1-azabicyclo[4.2.0]oct-2-ene-2-carboxylate). Isolated yield 58.0%. Reaction SMILES: C([O:14][C:15]([C:17]1[N:18]2[C@H:21]([S:22][CH2:23][C:24]=1[CH2:25][N+:26]1([CH2:31][C:32]3[C:41](=[O:42])[C:40]4[C:35](=[CH:36][C:37]([O:54]CC5C=CC(OC)=CC=5)=[C:38]([O:44]CC5C=CC(OC)=CC=5)[C:39]=4[Cl:43])[N:34]([CH2:64][CH3:65])[CH:33]=3)[CH2:30][CH2:29][CH2:28][CH2:27]1)[C@H:20]([NH:66][C:67](=[O:106])/[C:68](=[N:83]\[O:84][C@@H:85]([CH2:98][C:99]([O:101]C(C)(C)C)=[O:100])[C:86]([O:88]CC1C=CC(OC)=CC=1)=[O:87])/[C:69]1[N:70]=[C:71]([NH:75]C(OC(C)(C)C)=O)[S:72][C:73]=1[Cl:74])[C:19]2=[O:107])=[O:16])(C1C=CC=CC=1)C1C=CC=CC=1.C1(OC)C=CC=CC=1.C(O)(C(F)(F)F)=O.C(OC(C)C)(C)C>ClCCl>[NH2:75][C:71]1[S:72][C:73]([Cl:74])=[C:69](/[C:68](=[N:83]/[O:84][C@H:85]([C:86]([OH:88])=[O:87])[CH2:98][C:99]([OH:101])=[O:100])/[C:67]([NH:66][C@@H:20]2[C:19](=[O:107])[N:18]3[C@@H:21]2[S:22][CH2:23][C:24]([CH2:25][N+:26]2([CH2:31][C:32]4[C:41](=[O:42])[C:40]5[C:35](=[CH:36][C:37]([OH:54])=[C:38]([OH:44])[C:39]=5[Cl:43])[N:34]([CH2:64][CH3:65])[CH:33]=4)[CH2:30][CH2:29][CH2:28][CH2:27]2)=[C:17]3[C:15]([O-:16])=[O:14])=[O:106])[N:70]=1. Procedure details: To a solution of 1-(((6R,7R)-2-((benzhydryloxy)carbonyl)-7-((Z)-2-((((S)-4-(tert-butoxy)-1-((4-methoxybenzyl)oxy)-1,4-dioxobutan-2-yl)oxy)imino)-2-(2-((tert-butoxycarbonyl)amino)-5-chlorothiazol-4-yl)acetamido)-8-oxo-5-thia-1-azabicyclo[4.2.0]oct-2-en-3-yl)methyl)-1-((5-chloro-1-ethyl-6,7-bis((4-methoxybenzyl)oxy)-4-oxo-1,4-dihydroquinolin-3-yl)methyl)pyrrolidin-1-ium (2.41 g, 1.018 mmol) in Dichloromethane (DCM) (15 mL) under N2 at 0° C. was added anisole (1.112 mL, 10.18 mmol), followed by TFA... The reactants are CO, CCOC(=O)COc1cccc2c1CC(=CCCN1CCC(O)(c3ccc(Cl)cc3)CC1)c1cccnc1O2, [Na+], [OH-]. Product: O=C(O)COc1cccc2c1CC(=CCCN1CCC(O)(c3ccc(Cl)cc3)CC1)c1cccnc1O2. RXN SMILES: [CH3:42][OH:43].[Cl:1][c:2]1[cH:3][cH:4][c:5]([C:8]2([OH:39])[CH2:9][CH2:10][N:11]([CH2:14][CH2:15][CH:16]=[C:17]3[CH2:18][c:19]4[c:20]([cH:28][cH:29][cH:30][c:31]4[O:32][CH2:33][C:34](=[O:35])[O:36][CH2:37][CH3:38])[O:21][c:22]4[n:23][cH:24][cH:25][cH:26][c:27]43)[CH2:12][CH2:13]2)[cH:6][cH:7]1.[Na+:41].[OH-:40]>>[Cl:1][c:2]1[cH:3][cH:4][c:5]([C:8]2([OH:39])[CH2:9][CH2:10][N:11]([CH2:14][CH2:15][CH:16]=[C:17]3[CH2:18][c:19]4[c:20]([cH:28][cH:29][cH:30][c:31]4[O:32][CH2:33][C:34](=[O:35])[OH:36])[O:21][c:22]4[n:23][cH:24][cH:25][cH:26][c:27]43)[CH2:12][CH2:13]2)[cH:6][cH:7]1. The reactants are AgOH, AgOH, [OH-].C(CCCCCC)[N+](CCCCCCC)(CCCCCCC)CCCCCCC (tetraheptylammonium hydroxide), AgOH, C(C=C)(=O)O (Acrylic acid), tetraalkylammonium iodide, C=1C=CC2=C(C1)C(=O)OC2(C=3C=CC(=CC3)O)C=4C=CC(=CC4)O (phenolphthalein). The solvent is CO (methanol), CO (methanol). Yields the product C(C=C)(=O)[O-].C(CCCCCC)[N+](CCCCCCC)(CCCCCCC)CCCCCCC (tetraheptylammonium acrylate). RXN SMILES: [OH-].[CH2:2]([N+:9]([CH2:24][CH2:25][CH2:26][CH2:27][CH2:28][CH2:29][CH3:30])([CH2:17][CH2:18][CH2:19][CH2:20][CH2:21][CH2:22][CH3:23])[CH2:10][CH2:11][CH2:12][CH2:13][CH2:14][CH2:15][CH3:16])[CH2:3][CH2:4][CH2:5][CH2:6][CH2:7][CH3:8].C1C=C[C:34]2C(C3C=CC(O)=CC=3)(C3C=CC(O)=CC=3)[O:39][C:37](=[O:38])[C:35]=2C=1.C(O)(=O)C=C>CO>[C:37]([O-:39])(=[O:38])[CH:35]=[CH2:34].[CH2:24]([N+:9]([CH2:2][CH2:3][CH2:4][CH2:5][CH2:6][CH2:7][CH3:8])([CH2:10][CH2:11][CH2:12][CH2:13][CH2:14][CH2:15][CH3:16])[CH2:17][CH2:18][CH2:19][CH2:20][CH2:21][CH2:22][CH3:23])[CH2:25][CH2:26][CH2:27][CH2:28][CH2:29][CH3:30] |f:0.1,5.6|. Procedure: The AgOH is resuspended in 400 ml of methanol. Purified tetraalkylammonium iodide (0.1 moles or 53.77 g) (Aldrich Chemical Co., Milwaukee, WI) is dissolved separately in 100 ml. of methanol and is added to the AgOH suspension. Almost immediately, the AgOH develops a greenish cast. The mixture is stirred for an hour and then filtered through a sintered-glass funnel. The filtrate now contains 0.1 moles of tetraheptylammonium hydroxide. A small amount of phenolphthalein is added, turning the soluti... Starting materials: [K+], [K+], [K+], NC1=NC2(CO1)c1cc(Br)ccc1Oc1cc(F)c(O)cc12, CC1(C)OB(C2=CCOCC2)OC1(C)C, C1COCCO1, O, O=P([O-])([O-])[O-]. Product: NC1=NC2(CO1)c1cc(C3=CCOCC3)ccc1Oc1cc(F)c(O)cc12. As a reaction SMILES: [K+:43].[K+:44].[K+:45].[NH2:16][C:17]1=[N:21][C:20]2([CH2:19][O:18]1)[c:22]1[cH:23][c:24]([Br:37])[cH:25][cH:26][c:27]1[O:28][c:29]1[cH:30][c:31]([F:36])[c:32]([OH:35])[cH:33][c:34]12.[O:1]1[CH2:2][CH2:3][C:4]([B:7]2[O:8][C:9]([CH3:10])([CH3:11])[C:12]([CH3:13])([CH3:14])[O:15]2)=[CH:5][CH2:6]1.[O:47]1[CH2:48][CH2:49][O:50][CH2:51][CH2:52]1.[OH2:46].[P:38]([O-:39])([O-:40])([O-:41])=[O:42]>>[O:1]1[CH2:2][CH2:3][C:4]([c:24]2[cH:23][c:22]3[c:27]([cH:26][cH:25]2)[O:28][c:29]2[cH:30][c:31]([F:36])[c:32]([OH:35])[cH:33][c:34]2[C:20]32[CH2:19][O:18][C:17]([NH2:16])=[N:21]2)=[CH:5][CH2:6]1.